Dataset: the Open Reaction Database (ORD), a public repository of structured organic reaction records. Task: describe an organic reaction: reactants, conditions, products, and yield Starting materials: C(C1=CC=CC=C1)N1C(C=2C=CC=NC2C(=C1)Br)=O (6-benzyl-8-bromo-1,6-naphthyridin-5(6H)-one), CC1=NOC(=C1B(O)O)C ((3,5-dimethylisoxazol-4-yl)boronic acid), C(=O)([O-])[O-].[Na+].[Na+] (Na2CO3). The reagents and catalysts are C=1C=CC(=CC1)[P](C=2C=CC=CC2)(C=3C=CC=CC3)[Pd]([P](C=4C=CC=CC4)(C=5C=CC=CC5)C=6C=CC=CC6)([P](C=7C=CC=CC7)(C=8C=CC=CC8)C=9C=CC=CC9)[P](C=1C=CC=CC1)(C=1C=CC=CC1)C=1C=CC=CC1 (Pd(PPh3)4). Solvent: C1(=CC=CC=C1)C (toluene), C(C)O (ethanol), O (water). Conditions: temperature 95 celsius. Yields the product C(C1=CC=CC=C1)N1C(C=2C=CC=NC2C(=C1)C=1C(=NOC1C)C)=O (6-benzyl-8-(3,5-dimethylisoxazol-4-yl)-1,6-naphthyridin-5(6H)-one). The yield is 66.2%. As a reaction SMILES: [CH2:1]([N:8]1[CH:17]=[C:16](Br)[C:15]2[N:14]=[CH:13][CH:12]=[CH:11][C:10]=2[C:9]1=[O:19])[C:2]1[CH:7]=[CH:6][CH:5]=[CH:4][CH:3]=1.[CH3:20][C:21]1[C:25](B(O)O)=[C:24]([CH3:29])[O:23][N:22]=1.C([O-])([O-])=O.[Na+].[Na+]>C1(C)C=CC=CC=1.C(O)C.O.C1C=CC([P]([Pd]([P](C2C=CC=CC=2)(C2C=CC=CC=2)C2C=CC=CC=2)([P](C2C=CC=CC=2)(C2C=CC=CC=2)C2C=CC=CC=2)[P](C2C=CC=CC=2)(C2C=CC=CC=2)C2C=CC=CC=2)(C2C=CC=CC=2)C2C=CC=CC=2)=CC=1>[CH2:1]([N:8]1[CH:17]=[C:16]([C:25]2[C:21]([CH3:20])=[N:22][O:23][C:24]=2[CH3:29])[C:15]2[N:14]=[CH:13][CH:12]=[CH:11][C:10]=2[C:9]1=[O:19])[C:2]1[CH:7]=[CH:6][CH:5]=[CH:4][CH:3]=1 |f:2.3.4,^1:50,52,71,90|. Procedure details: A mixture of 6-benzyl-8-bromo-1,6-naphthyridin-5(6H)-one (0.260 g, 0.82 mmol), (3,5-dimethylisoxazol-4-yl)boronic acid (0.174 g, 1.24 mmol) and Na2CO3 (0.262 g, 2.47 mmol) in toluene (25 mL), ethanol (15 mL) and water (5 mL) was degassed. Pd(PPh3)4 (0.095 g, 0.08 mmol) was then added and the reaction heated at 95° C. for 17 h. After that time the reaction was cooled to rt and concentrated under reduced pressure. The residue was dissolved in ethyl acetate (100 mL), washed with water and brine, dr... Reactants: FC1=CC=C(C=C1)CCCC(=O)O (4-(4-fluorophenyl)-butyric acid), CN(C)C=O (DMF), C(C(=O)Cl)(=O)Cl (oxalyl chloride). The solvent is C(Cl)(Cl)Cl (chloroform). Reaction conditions: temperature 0 celsius, time 2 hour. Yields the product FC1=CC=C(C=C1)CCCC(=O)N (4-(4Fluorophenyl)-butyramide). Yield: 43.0%. As a reaction SMILES: [F:1][C:2]1[CH:7]=[CH:6][C:5]([CH2:8][CH2:9][CH2:10][C:11]([OH:13])=O)=[CH:4][CH:3]=1.C[N:15](C=O)C.C(Cl)(=O)C(Cl)=O>C(Cl)(Cl)Cl>[F:1][C:2]1[CH:7]=[CH:6][C:5]([CH2:8][CH2:9][CH2:10][C:11]([NH2:15])=[O:13])=[CH:4][CH:3]=1. Procedure details: To a solution of 4-(4-fluorophenyl)-butyric acid (6.7 g) in chloroform (15 ml) at 0° C. was added 0.1 ml DMF followed by the addition of oxalyl chloride (3.35 ml) over 20 min. The solution was stirred for 2 h then concentrated. The crude acid chloride was dissolved in chloroform (150 ml) and cooled to 0° C., whereupon concentrated ammonia solution (6 ml) was added over 15 min and the resulting solution stirred for 2 h. The reaction mixture was washed with water and the organic phase dried (MgSO4...